Dataset: the Open Reaction Database (ORD), a public repository of structured organic reaction records. Task: describe an organic reaction: reactants, conditions, products, and yield The reactants are [Mg] (magnesium), C(C)(C)(C)OC1=CC=C(C=C1)Cl (4-t-butoxy chlorobenzene), O1CCCC1 (tetrahydrofuran), C(C)(C)(C)OC1=CC=C(C=C1)S(=O)C1=CC=C(C=C1)OC(C)(C)C (bis-(4-t-butoxyphenyl) sulfoxide), N1=CC=CC=C1 (pyridine), FC(C(C(S(=O)(=O)O[Si](C)(C)C)(F)F)F)(F)F (trimethylsilyl 3,3,3,2,1,1-hexafluoropropane sulfonate), O1CCCC1 (tetrahydrofuran), Grignard reagent. Run in O (water). Conditions: temperature 5 celsius, time 20 minute. Yields the product FC(C(C(S(=O)(=O)[O-])(F)F)F)(F)F.C(CCC)OC1=CC=C(C=C1)[S+](C1=CC=C(C=C1)OCCCC)C1=CC=C(C=C1)OCCCC (tris-(4-butoxyphenyl) sulfonium 3,3,3,2,1,1-hexafluoropropane sulfonate), powder. RXN SMILES: [C:1]([O:5][C:6]1[CH:11]=[CH:10][C:9]([S:12]([C:14]2[CH:19]=[CH:18][C:17]([O:20]C(C)(C)C)=[CH:16][CH:15]=2)=O)=[CH:8][CH:7]=1)(C)(C)[CH3:2].N1[CH:30]=[CH:29][CH:28]=[CH:27]C=1.[F:31][C:32]([F:47])([F:46])[CH:33]([F:45])[C:34]([F:44])([F:43])[S:35]([O:38][Si](C)(C)C)(=[O:37])=[O:36].[Mg].[C:49]([O:53][C:54]1[CH:59]=[CH:58][C:57](Cl)=[CH:56][CH:55]=1)([CH3:52])(C)C.O1CC[CH2:63][CH2:62]1>O>[F:47][C:32]([F:31])([F:46])[CH:33]([F:45])[C:34]([F:43])([F:44])[S:35]([O-:38])(=[O:36])=[O:37].[CH2:49]([O:53][C:54]1[CH:55]=[CH:56][C:57]([S+:12]([C:9]2[CH:10]=[CH:11][C:6]([O:5][CH2:1][CH2:2][CH2:33][CH3:34])=[CH:7][CH:8]=2)[C:14]2[CH:15]=[CH:16][C:17]([O:20][CH2:30][CH2:29][CH2:28][CH3:27])=[CH:18][CH:19]=2)=[CH:58][CH:59]=1)[CH2:52][CH2:62][CH3:63] |f:7.8|. Reported procedure: To a stirred solution of 60.0 g (0.164 mol) of bis-(4-t-butoxyphenyl) sulfoxide in 26.8 g (0.34 mol) of pyridine and 400 ml of tetrahydrofuran was dropped 75.6 g (0.34 mol) of trimethylsilyl 3,3,3,2,1,1-hexafluoropropane sulfonate while keeping the temperature below −5° C. with a salted ice bath. After completion of the addition, the reaction temperature was raised to 5° C., followed by stirring for 20 minutes. A Grignard solution was prepared from 8.4 g (0.34 mol) of magnesium, 100 g of tetrahy... The reactants are Br, Br, CC(=O)O, O=C1CCc2cc(Cl)ccc21, [Na+], O, O=S([O-])O. Yields the product O=C1c2ccc(Cl)cc2CC1Br. RXN SMILES: [Br:1].[BrH:13].[CH3:19][C:20](=[O:21])[OH:22].[Cl:2][c:3]1[cH:4][c:5]2[c:9]([cH:10][cH:11]1)[C:8](=[O:12])[CH2:7][CH2:6]2.[Na+:18].[OH2:23].[S:14](=[O:15])([OH:16])[O-:17]>>[Cl:2][c:3]1[cH:4][c:5]2[c:9]([cH:10][cH:11]1)[C:8](=[O:12])[CH:7]([Br:13])[CH2:6]2. Reactants: CCN=C=NCCCN(C)C, Cl, N, CN(C)C=O, On1nnc2ccccc21, O=C(O)c1ccc2[nH]nnc2c1. The product is NC(=O)c1ccc2[nH]nnc2c1. As a reaction SMILES: [CH3:13][CH2:14][N:15]=[C:16]=[N:17][CH2:18][CH2:19][CH2:20][N:21]([CH3:22])[CH3:23].[ClH:24].[NH3:35].[O:36]=[CH:37][N:38]([CH3:39])[CH3:40].[OH:25][n:26]1[c:27]2[c:28]([cH:29][cH:30][cH:31][cH:32]2)[n:33][n:34]1.[nH:1]1[n:2][n:3][c:4]2[c:5]1[cH:6][cH:7][c:8]([C:10](=[O:11])[OH:12])[cH:9]2>>[nH:1]1[n:2][n:3][c:4]2[c:5]1[cH:6][cH:7][c:8]([C:10](=[O:12])[NH2:15])[cH:9]2. Starting materials: C(CCC=CCCCCCCCCCC)NC=1C=C(C(=O)N2CSCC2C(=O)OCC)C=CC1 (3-[3-(4-pentadecenylamino)benzoyl]-4-carboethoxythiazolidine), carboxylic acid, S1CNC(C1)C(=O)O (thiazolidine-4-carboxylic acid). The solvent is C([O-])(O)=O.[Na+].CC(=O)C (acetone sodium bicarbonate). Yields the product C(CCC=CCCCCCCCCCC)NC=1C=C(C(=O)N2CSCC2C(=O)O)C=CC1 (3-[3-(4-pentadecenylamino)benzoyl]-4-carboxythiazolidine). As a reaction SMILES: [CH2:1]([NH:16][C:17]1[CH:18]=[C:19]([CH:32]=[CH:33][CH:34]=1)[C:20]([N:22]1[CH:26]([C:27]([O:29]CC)=[O:28])[CH2:25][S:24][CH2:23]1)=[O:21])[CH2:2][CH2:3][CH:4]=[CH:5][CH2:6][CH2:7][CH2:8][CH2:9][CH2:10][CH2:11][CH2:12][CH2:13][CH2:14][CH3:15].S1CC(C(O)=O)NC1>C(=O)(O)[O-].[Na+].CC(C)=O>[CH2:1]([NH:16][C:17]1[CH:18]=[C:19]([CH:32]=[CH:33][CH:34]=1)[C:20]([N:22]1[CH:26]([C:27]([OH:29])=[O:28])[CH2:25][S:24][CH2:23]1)=[O:21])[CH2:2][CH2:3][CH:4]=[CH:5][CH2:6][CH2:7][CH2:8][CH2:9][CH2:10][CH2:11][CH2:12][CH2:13][CH2:14][CH3:15] |f:2.3.4|. Procedure details: By means of the alkaline hydrolysis method of Example 2 the ethyl ester of Example 548 is converted to the subject carboxylic acid. This acid is also prepared using the procedure of Example 548 except that the acylation of the thiazolidine-4-carboxylic acid is carried out in aqueous acetone sodium bicarbonate solution. Starting materials: CN(C1=CC=C(CO)C=C1)C (4-(dimethylamino)benzyl alcohol), OC=1C=C(C=O)C=CC1 (3-hydroxybenzaldehyde), C1(=CC=CC=C1)P(C1=CC=CC=C1)C1=CC=CC=C1 (triphenylphosphine). The solvent is O1CCCC1 (tetrahydrofuran). Product: CN(C1=CC=C(COC=2C=C(C=O)C=CC2)C=C1)C (3-(4-(dimethylamino)-benzyloxy) benzaldehyde). Reaction SMILES: [CH3:1][N:2]([CH3:11])[C:3]1[CH:10]=[CH:9][C:6]([CH2:7][OH:8])=[CH:5][CH:4]=1.O[C:13]1[CH:14]=[C:15]([CH:18]=[CH:19][CH:20]=1)[CH:16]=[O:17].C1(P(C2C=CC=CC=2)C2C=CC=CC=2)C=CC=CC=1>O1CCCC1>[CH3:1][N:2]([CH3:11])[C:3]1[CH:10]=[CH:9][C:6]([CH2:7][O:8][C:13]2[CH:14]=[C:15]([CH:18]=[CH:19][CH:20]=2)[CH:16]=[O:17])=[CH:5][CH:4]=1. Procedure details: Mix 4-(dimethylamino)benzyl alcohol (3.35 g. 22 mmol), 3-hydroxybenzaldehyde (2.69 g, 22 mmol), triphenylphosphine (5.8 g, 22 mmol) and diethylazadicarboxylate (3.83 g, 22 mmol) in tetrahydrofuran (25 mL). Stir at room temperature under anhydrous atmosphere until the reaction is done. Concentrate the solution in vacuo and dilute with a small quantity of ethyl ether. Filter any precipitate and concentrate the filtrat in vacuo. Purify by silica gel chromatography to give 3-(4-(dimethylamino)-benzy... Reactants: [H][H] (hydrogen), Cl.C(=O)(OCC1=CC=CC=C1)NCC(=O)N[C@@H](CCCNC(N)=N)C(=O)NC1=CC=C2C(=CC(OC2=C1)=O)C (7-(Nα -carbobenzoxyglycyl-L-arginyl)amino-4-methylcoumarin hydrochloric acid salt), CCOCC (ether). Reagents/catalysts: [C].[Pd] (palladium-carbon). Solvent: CO (methyl alcohol). The product is Cl.NCC(=O)N[C@@H](CCCNC(N)=N)C(=O)NC1=CC=C2C(=CC(OC2=C1)=O)C (7-(glycyl-L-arginyl)amino-4-methylcoumarin hydrochloric acid salt). Yield: 94.1%. As a reaction SMILES: [ClH:1].C([NH:12][CH2:13][C:14]([NH:16][C@H:17]([C:25]([NH:27][C:28]1[CH:37]=[C:36]2[C:31]([C:32]([CH3:39])=[CH:33][C:34](=[O:38])[O:35]2)=[CH:30][CH:29]=1)=[O:26])[CH2:18][CH2:19][CH2:20][NH:21][C:22](=[NH:24])[NH2:23])=[O:15])(OCC1C=CC=CC=1)=O.[H][H].CCOCC>CO.[C].[Pd]>[ClH:1].[NH2:12][CH2:13][C:14]([NH:16][C@H:17]([C:25]([NH:27][C:28]1[CH:37]=[C:36]2[C:31]([C:32]([CH3:39])=[CH:33][C:34](=[O:38])[O:35]2)=[CH:30][CH:29]=1)=[O:26])[CH2:18][CH2:19][CH2:20][NH:21][C:22](=[NH:23])[NH2:24])=[O:15] |f:0.1,5.6,7.8|. Procedure details: 7-(Nα -carbobenzoxyglycyl-L-arginyl)amino-4-methylcoumarin hydrochloric acid salt (559 mg, 1 mM) was dissolved in methyl alcohol (50 ml) and palladium-carbon catalyst (50 mg) was added thereto. This mixture was stirred while being treated with hydrogen gas for 3 hours. The catalyst was removed by filtration and the thus obtained filtrate was concentrated to yield solid material. To the residue ether (50 ml) was added to yield a powder. The powder was separated by filtration and dried to give 7-(...